Task: describe an organic reaction: reactants, conditions, products, and yield. Dataset: the Open Reaction Database (ORD), a public repository of structured organic reaction records Product: C1(=CC=CC=C1)NC(C1C(C(=O)[O-])O1)=O.[K+] (potassium N-phenyl-2,3-epoxysuccinamate). As a reaction SMILES: [C:1]1([NH:7][C:8](=[O:17])[CH:9]2[O:16][CH:10]2[C:11]([O:13]CC)=[O:12])[CH:6]=[CH:5][CH:4]=[CH:3][CH:2]=1.[OH-].[K+:19]>C(O)C>[C:1]1([NH:7][C:8](=[O:17])[CH:9]2[O:16][CH:10]2[C:11]([O-:13])=[O:12])[CH:2]=[CH:3][CH:4]=[CH:5][CH:6]=1.[K+:19] |f:1.2,4.5|. Isolated yield 74.6%. Reported procedure: Ethyl N-phenyl-2,3-epoxysuccinamate (Compound No. 1) (0.9 g) was dissolved in ethyl alcohol (30 ml) and an ethyl alcohol solution (5 ml) containing KOH (0.27 g) was added to the solution under ice-cooling, followed by stirring for an hour. The precipitate produced was collected on a filter and recrystallized from a mixture of ethyl alcohol-water to give 0.7 g of potassium N-phenyl-2,3-epoxysuccinamate (Compound No. 95) as colorless powder melting over 300° C. (decomposition). Starting materials: C1(=CC=CC=C1)NC(C1C(C(=O)OCC)O1)=O (Ethyl N-phenyl-2,3-epoxysuccinamate), [OH-].[K+] (KOH). Solvent: C(C)O (ethyl alcohol), C(C)O (ethyl alcohol). Starting materials: C(C)(C)(C)OC(NC=1N(C(C([C@@](N1)(C)C1=C(C=CC(=C1)N)F)(C)C)=O)C)=O ([(S)-4-(5-amino-2-fluoro-phenyl)-1,4,5,5-tetramethyl-6-oxo-1,4,5,6-tetrahydro-pyrimidin-2-yl]-carbamic acid tert-butyl ester), C(C)(C)(C)OC(NC=1N(C(C([C@@](N1)(C)C1=C(C=CC(=C1)N)F)(C)C)=O)C)=O ([(S)-4-(5-amino-2-fluoro-phenyl)-1,4,5,5-tetramethyl-6-oxo-1,4,5,6-tetrahydro-pyrimidin-2-yl]-carbamic acid tert-butyl ester), FC([C@](C(=O)O)(C)O)(F)F ((R)-3,3,3-trifluoro-2-hydroxy-2-methyl-propionic acid). Yields the product NC=1N(C(C([C@@](N1)(C)C=1C=C(C=CC1F)NC([C@@](C(F)(F)F)(C)O)=O)(C)C)=O)C ((R)—N-(3-((S)-2-amino-1,4,5,5-tetramethyl-6-oxo-1,4,5,6-tetrahydropyrimidin-4-yl)-4-fluorophenyl)-3,3,3-trifluoro-2-hydroxy-2-methylpropanamide). As a reaction SMILES: C(OC(=O)[NH:7][C:8]1[N:9]([CH3:26])[C:10](=[O:25])[C:11]([CH3:24])([CH3:23])[C@:12]([C:15]2[CH:20]=[C:19]([NH2:21])[CH:18]=[CH:17][C:16]=2[F:22])([CH3:14])[N:13]=1)(C)(C)C.[F:28][C:29]([F:37])([F:36])[C@@:30]([OH:35])([CH3:34])[C:31](O)=[O:32]>>[NH2:7][C:8]1[N:9]([CH3:26])[C:10](=[O:25])[C:11]([CH3:23])([CH3:24])[C@:12]([C:15]2[CH:20]=[C:19]([NH:21][C:31](=[O:32])[C@:30]([OH:35])([CH3:34])[C:29]([F:37])([F:36])[F:28])[CH:18]=[CH:17][C:16]=2[F:22])([CH3:14])[N:13]=1. Reported procedure: The coupling of [(S)-4-(5-amino-2-fluoro-phenyl)-1,4,5,5-tetramethyl-6-oxo-1,4,5,6-tetrahydro-pyrimidin-2-yl]-carbamic acid tert-butyl ester (intermediate F2) and (R)-3,3,3-trifluoro-2-hydroxy-2-methyl-propionic acid followed by deprotection of the intermediate yielded the title compound as a white solid. MS (ESI): m/z=419.2 [M+H]+.